From a dataset of the Open Reaction Database (ORD), a public repository of structured organic reaction records. describe an organic reaction: reactants, conditions, products, and yield Starting materials: [BH4-], Cc1c(F)cc(C(=O)NC2CC2)cc1-c1ccc2c(=O)n(CC(C)(C)CO[Si](C)(C)C(C)(C)C)cc(C=O)c2c1, CCO, [Na+], [Na+], O=C([O-])O. Yields the product Cc1c(F)cc(C(=O)NC2CC2)cc1-c1ccc2c(=O)n(CC(C)(C)CO[Si](C)(C)C(C)(C)C)cc(CO)c2c1. As a reaction SMILES: [BH4-:1].[C:3]([CH3:4])([CH3:5])([CH3:6])[Si:7]([O:8][CH2:9][C:10]([CH2:11][n:12]1[c:13](=[O:38])[c:14]2[cH:15][cH:16][c:17](-[c:24]3[cH:25][c:26]([C:27](=[O:28])[NH:29][CH:30]4[CH2:31][CH2:32]4)[cH:33][c:34]([F:37])[c:35]3[CH3:36])[cH:18][c:19]2[c:20]([CH:22]=[O:23])[cH:21]1)([CH3:39])[CH3:40])([CH3:41])[CH3:42].[CH3:48][CH2:49][OH:50].[Na+:2].[Na+:47].[O-:43][C:44]([OH:45])=[O:46]>>[C:3]([CH3:4])([CH3:5])([CH3:6])[Si:7]([O:8][CH2:9][C:10]([CH2:11][n:12]1[c:13](=[O:38])[c:14]2[cH:15][cH:16][c:17](-[c:24]3[cH:25][c:26]([C:27](=[O:28])[NH:29][CH:30]4[CH2:31][CH2:32]4)[cH:33][c:34]([F:37])[c:35]3[CH3:36])[cH:18][c:19]2[c:20]([CH2:22][OH:23])[cH:21]1)([CH3:39])[CH3:40])([CH3:41])[CH3:42]. Starting materials: C1(CCCCC1)C=1C(=NC=C(C(=O)O)C1)OCC(F)(F)F (5-cyclohexyl-6-(2,2,2-trifluoro-ethoxy)-nicotinic acid), N1=CN=CC(=C1)N (5-pyrimidinamine), solid. Yields the product C1(CCCCC1)C=1C(=NC=C(C(=O)NC=2C=NC=NC2)C1)OCC(F)(F)F (5-cyclohexyl-N-pyrimidin-5-yl-6-(2,2,2-trifluoro-ethoxy)-nicotinamide). As a reaction SMILES: [CH:1]1([C:7]2[C:8]([O:16][CH2:17][C:18]([F:21])([F:20])[F:19])=[N:9][CH:10]=[C:11]([CH:15]=2)[C:12]([OH:14])=O)[CH2:6][CH2:5][CH2:4][CH2:3][CH2:2]1.[N:22]1[CH:27]=[C:26]([NH2:28])[CH:25]=[N:24][CH:23]=1>>[CH:1]1([C:7]2[C:8]([O:16][CH2:17][C:18]([F:21])([F:20])[F:19])=[N:9][CH:10]=[C:11]([CH:15]=2)[C:12]([NH:28][C:26]2[CH:27]=[N:22][CH:23]=[N:24][CH:25]=2)=[O:14])[CH2:2][CH2:3][CH2:4][CH2:5][CH2:6]1. Reported procedure: This compound was prepared following the same procedure as described in Example 11 using 5-cyclohexyl-6-(2,2,2-trifluoro-ethoxy)-nicotinic acid (Example 4b) (100 mg, 0.33 mmol) and 5-pyrimidinamine (CAN 591-55-9, 31.4 mg, 0.33 mmol) as starting materials; off white solid (64 mg, 51.0%). MS (ESI): 381.4 (M+H)+. Reactants: C1CCC2=NCCCN2CC1, NCc1cc(Cl)ccc1Cl, O=C(Nc1cccc2cnccc12)C(Cl)(Cl)Cl. Yields the product O=C(NCc1cc(Cl)ccc1Cl)Nc1cccc2cnccc12. As a reaction SMILES: [CH2:11]1[CH2:12][CH2:13][C:14]2=[N:19][CH2:18][CH2:17][CH2:16][N:15]2[CH2:20][CH2:21]1.[Cl:1][c:2]1[c:3]([CH2:4][NH2:5])[cH:6][c:7]([Cl:10])[cH:8][cH:9]1.[Cl:22][C:23]([C:24](=[O:25])[NH:26][c:27]1[c:28]2[cH:29][cH:30][n:31][cH:32][c:33]2[cH:34][cH:35][cH:36]1)([Cl:37])[Cl:38]>>[Cl:1][c:2]1[c:3]([CH2:4][NH:5][C:24](=[O:25])[NH:26][c:27]2[c:28]3[cH:29][cH:30][n:31][cH:32][c:33]3[cH:34][cH:35][cH:36]2)[cH:6][c:7]([Cl:10])[cH:8][cH:9]1. The reactants are CC(Cl)c1cccnc1, Cc1nncn1-c1ccc(C(=O)O)c(Cl)c1. Yields the product Cc1nncn1-c1ccc(C(=O)OC(C)c2cccnc2)c(Cl)c1. Solvent: CN(C)C=O (DMF), CN(C)C=O (dmf), CN(C)C=O (DMF). Conditions: temperature 70 celsius, time 16 hour. The reagents and catalysts are O=C([O-])[O-].[Cs+].[Cs+] (cesium carbonate), [I-].[K+] (potassium iodide). Reactants: O (water), CC(C)(C)[O-].[K+] (t-BuOK), C(C)OC1=C(C(=C(OCC2CCC(CC2)C=O)C=C1)F)F (4-(4-ethoxy-2,3-difluorophenoxymethyl)cyclohexane carboaldehyde), [Cl-].COC[P+](C1=CC=CC=C1)(C1=CC=CC=C1)C1=CC=CC=C1 (methoxymethyltriphenylphosphonium chloride). The solvent is C1CCOC1 (THF), C1CCOC1 (THF). Reaction conditions: time 1 hour. Product: C(C)OC1=C(C(=C(C=C1)OCC1CCC(CC1)C=COC)F)F (1-ethoxy-2,3-difluoro-4-[4-(2-methoxyvinyl)cyclohexylmethoxy]benzene). Isolated yield 90.0%. As a reaction SMILES: [Cl-].[CH3:2][O:3][CH2:4][P+](C1C=CC=CC=1)(C1C=CC=CC=1)C1C=CC=CC=1.CC([O-])(C)C.[K+].[CH2:30]([O:32][C:33]1[CH:48]=[CH:47][C:36]([O:37][CH2:38][CH:39]2[CH2:44][CH2:43][CH:42]([CH:45]=O)[CH2:41][CH2:40]2)=[C:35]([F:49])[C:34]=1[F:50])[CH3:31].O>C1COCC1>[CH2:30]([O:32][C:33]1[CH:48]=[CH:47][C:36]([O:37][CH2:38][CH:39]2[CH2:44][CH2:43][CH:42]([CH:45]=[CH:2][O:3][CH3:4])[CH2:41][CH2:40]2)=[C:35]([F:49])[C:34]=1[F:50])[CH3:31] |f:0.1,2.3|. Procedure: In a reactor under nitrogen atmosphere, 30 mL of THF was added to 9.7 g of methoxymethyltriphenylphosphonium chloride, and the mixture was cooled to −20° C., to which 3.1 g of t-BuOK was added, followed by stirring for 1 hour. A solution containing 6.6 g of 4-(4-ethoxy-2,3-difluorophenoxymethyl)cyclohexane carboaldehyde obtained in the seventh step dissolved in 70 mL of THF was added dropwise thereto, followed by stirring for 1 hour. The temperature of the reaction mixture was increased to room ...